This data is from the Open Reaction Database (ORD), a public repository of structured organic reaction records. The task is: describe an organic reaction: reactants, conditions, products, and yield Reactants: [NH4+].[Cl-] (NH4Cl), C1(CC1)[Mg]Br (cyclopropyl magnesium bromide), solution, O=CC[C@@]1(C=C[C@H](C1)NC(OC(C)(C)C)=O)C(=O)N1CC=2C=C(C=NC2CC1)C(F)(F)F (tert-butyl ((1S,4S)-4-(2-oxoethyl)-4-(3-(trifluoromethyl)-5,6,7,8-tetrahydro-1,6-naphthyridine-6-carbonyl)cyclopent-2-en-1-yl)carbamate). Solvent: C1CCOC1 (THF), C1CCOC1 (THF), C1CCOC1 (THF). Conditions: time 45 minute. Product: C1(CC1)C(C[C@@]1(C=C[C@H](C1)NC(OC(C)(C)C)=O)C(=O)N1CC=2C=C(C=NC2CC1)C(F)(F)F)O (tert-butyl ((1S,4S)-4-(2-cyclopropyl-2-hydroxyethyl)-4-(3-(trifluoromethyl)-5,6,7,8-tetrahydro-1,6-naphthyridine-6-carbonyl)cyclopent-2-en-1-yl)carbamate). As a reaction SMILES: [CH:1]1([Mg]Br)[CH2:3][CH2:2]1.[O:6]=[CH:7][CH2:8][C@@:9]1([C:22]([N:24]2[CH2:33][CH2:32][C:31]3[N:30]=[CH:29][C:28]([C:34]([F:37])([F:36])[F:35])=[CH:27][C:26]=3[CH2:25]2)=[O:23])[CH2:13][C@H:12]([NH:14][C:15](=[O:21])[O:16][C:17]([CH3:20])([CH3:19])[CH3:18])[CH:11]=[CH:10]1.[NH4+].[Cl-]>C1COCC1>[CH:1]1([CH:7]([OH:6])[CH2:8][C@@:9]2([C:22]([N:24]3[CH2:33][CH2:32][C:31]4[N:30]=[CH:29][C:28]([C:34]([F:35])([F:36])[F:37])=[CH:27][C:26]=4[CH2:25]3)=[O:23])[CH2:13][C@H:12]([NH:14][C:15](=[O:21])[O:16][C:17]([CH3:20])([CH3:19])[CH3:18])[CH:11]=[CH:10]2)[CH2:3][CH2:2]1 |f:2.3|. Procedure details: To a solution of cyclopropyl magnesium bromide (6.88 mL of a 0.5 M solution in THF, 3.44 mmol, 8 eq) in THF (5 mL) at 0° C. under Ar was added a solution of the product of Step A (195 mg, 0.43 mmol, 1 eq) in THF (17 mL) dropwise over 30 min. After 45 min, saturated NH4Cl was added, the solution extracted with ethyl acetate, the organics combined, dried over MgSO4 and concentrated. Purification by chromatography (12 g column) eluting with 30 to 100% EtOAc/heptane afforded the title compound of St... Reactants: N(=[N+]=[N-])CCC=1C=C2C[C@]3(C(NC4=NC=CC=C43)=O)CC2=CC1[N+](=O)[O-] ((2S)-5-(2-Azidoethyl)-6-nitro-1,3-dihydrospiro[indene-2,3′-pyrrolo[2,3-b]pyridin]-2′(1′H)-one). The reagents and catalysts are [Pd] (Pd/C). The solvent is CCO (EtOH). Run at time 5 hour. Yields the product NC=1C=C2C[C@@]3(C(NC4=NC=CC=C43)=O)CC2=CC1CCN ((2S)-5-Amino-6-(2-aminoethyl)-1,3-dihydrospiro[indene-2,3′-pyrrolo[2,3-b]pyridin]-2′(1′H)-one). As a reaction SMILES: [N:1]([CH2:4][CH2:5][C:6]1[CH:7]=[C:8]2[C:21](=[CH:22][C:23]=1[N+:24]([O-])=O)[CH2:20][C@:10]1([C:18]3[C:13](=[N:14][CH:15]=[CH:16][CH:17]=3)[NH:12][C:11]1=[O:19])[CH2:9]2)=[N+]=[N-]>CCO.[Pd]>[NH2:24][C:23]1[CH:22]=[C:21]2[C:8](=[CH:7][C:6]=1[CH2:5][CH2:4][NH2:1])[CH2:9][C@@:10]1([C:18]3[C:13](=[N:14][CH:15]=[CH:16][CH:17]=3)[NH:12][C:11]1=[O:19])[CH2:20]2. Procedure: To a solution of (2S)-5-(2-azidoethyl)-6-nitro-1,3-dihydrospiro[indene-2,3′-pyrrolo[2,3-b]pyridin]-2′(1′H)-one from Step F (236 mg, 0.67 mmol) in EtOH (15 mL) was added 10% Pd/C (172 mg). The reaction mixture was stirred under a hydrogen atmosphere (ca. 1 atm) for 5 h, then filtered through a Celite pad, washing with MeOH, and the filtrate was concentrated under reduced pressure to give the title compound. MS: m/z=295 (M+1).